This data is from the Open Reaction Database (ORD), a public repository of structured organic reaction records. The task is: describe an organic reaction: reactants, conditions, products, and yield The reactants are COS(=O)(=O)OC, CC#N, CSC, CC(C(=O)C(C)(C)Cc1ccc(Cl)cc1)n1cncn1. Yields the product CC(n1cncn1)C1(C(C)(C)Cc2ccc(Cl)cc2)CO1. RXN SMILES: [CH3:1][O:2][S:3](=[O:4])(=[O:5])[O:6][CH3:7].[CH3:31][C:32]#[N:33].[CH3:8][S:9][CH3:10].[n:11]1([CH:16]([CH3:17])[C:18](=[O:19])[C:20]([CH2:21][c:22]2[cH:23][cH:24][c:25]([Cl:28])[cH:26][cH:27]2)([CH3:29])[CH3:30])[n:12][cH:13][n:14][cH:15]1>>[O:6]1[CH2:7][C:18]1([CH:16]([n:11]1[n:12][cH:13][n:14][cH:15]1)[CH3:17])[C:20]([CH2:21][c:22]1[cH:23][cH:24][c:25]([Cl:28])[cH:26][cH:27]1)([CH3:29])[CH3:30]. The reactants are COC(=O)C1(C=C2C(=NCN2C)C=C1NC1=C(C=C(C=C1)C=C)F)F (5-Fluoro-6-(2-fluoro-4-vinyl-phenylamino)-3-methyl-3H-benzoimidazole-5-carboxylic acid methyl ester), resultant solution. Run in O1CCCC1 (tetrahydrofuran). As a reaction SMILES: [CH3:1][O:2][C:3]([C:5]1([F:25])[C:14]([NH:15][C:16]2[CH:21]=[CH:20][C:19]([CH:22]=[CH2:23])=[CH:18][C:17]=2[F:24])=[CH:13][C:8]2=[N:9][CH2:10][N:11]([CH3:12])[C:7]2=[CH:6]1)=[O:4]>O1CCCC1.[Pd]>[CH3:1][O:2][C:3]([C:5]1([F:25])[C:14]([NH:15][C:16]2[CH:21]=[CH:20][C:19]([CH2:22][CH3:23])=[CH:18][C:17]=2[F:24])=[CH:13][C:8]2=[N:9][CH2:10][N:11]([CH3:12])[C:7]2=[CH:6]1)=[O:4]. Reported procedure: 5-Fluoro-6-(2-fluoro-4-vinyl-phenylamino)-3-methyl-3H-benzoimidazole-5-carboxylic acid methyl ester (1.5 g, 4.35 mmol) was combined with 10% palladium/carbon (0.4 g) in tetrahydrofuran (50 mL). The resultant solution was hydrogenated at 4295 psi for 56 min. The reaction mixture was filtered and concentrated in vacuo to afford 0.91 g. Recrystallization from dichlormethane-hexane afforded pure 6-(4-Ethyl-2-fluoro-phenylamino)-5-fluoro-3-methyl-3H-benzoimidazole-5-carboxylic acid methyl ester, m.p.... Reagents/catalysts: [Pd] (palladium/carbon). The product is COC(=O)C1(C=C2C(=NCN2C)C=C1NC1=C(C=C(C=C1)CC)F)F (6-(4-Ethyl-2-fluoro-phenylamino)-5-fluoro-3-methyl-3H-benzoimidazole-5-carboxylic acid methyl ester). Reactants: BrC1=CC=C(C=2C=CN=CC12)C=O (8-bromo-5-isoquinolinecarboxaldehyde), product, NO (hydroxylamine). The solvent is C(C)O (ethanol). Run at time 8 hour. The product is BrC1=CC=C(C=2C=CN=CC12)C=NO (8-bromo-5-isoquinolinecarboxaldehyde oxime). As a reaction SMILES: [Br:1][C:2]1[C:11]2[CH:10]=[N:9][CH:8]=[CH:7][C:6]=2[C:5]([CH:12]=O)=[CH:4][CH:3]=1.[NH2:14][OH:15]>C(O)C>[Br:1][C:2]1[C:11]2[CH:10]=[N:9][CH:8]=[CH:7][C:6]=2[C:5]([CH:12]=[N:14][OH:15])=[CH:4][CH:3]=1. Reported procedure: To a stirred solution of 8-bromo-5-isoquinolinecarboxaldehyde (i.e. a product from Step A) (75 mg, 0.3 mmol) in ethanol (7 mL) was added an aqueous solution of hydroxylamine (0.5 mL, 50% in water). After stirring at room temperature overnight, the reaction mixture was concentrated under reduced pressure to provide the title compound as a yellow solid (70 mg). The reactants are O=C(CBr)c1ccccc1, Cc1ccccc1, c1ccc(P(c2ccccc2)c2ccccc2)cc1. The product is [Br-], O=C(C[P+](c1ccccc1)(c1ccccc1)c1ccccc1)c1ccccc1. RXN SMILES: [Br:1][CH2:2][C:3](=[O:4])[c:5]1[cH:6][cH:7][cH:8][cH:9][cH:10]1.[CH3:30][c:31]1[cH:32][cH:33][cH:34][cH:35][cH:36]1.[c:11]1([P:17]([c:18]2[cH:19][cH:20][cH:21][cH:22][cH:23]2)[c:24]2[cH:25][cH:26][cH:27][cH:28][cH:29]2)[cH:12][cH:13][cH:14][cH:15][cH:16]1>>[Br-:1].[CH2:2]([C:3](=[O:4])[c:5]1[cH:6][cH:7][cH:8][cH:9][cH:10]1)[P+:17]([c:11]1[cH:12][cH:13][cH:14][cH:15][cH:16]1)([c:18]1[cH:19][cH:20][cH:21][cH:22][cH:23]1)[c:24]1[cH:25][cH:26][cH:27][cH:28][cH:29]1.